From a dataset of the Open Reaction Database (ORD), a public repository of structured organic reaction records. describe an organic reaction: reactants, conditions, products, and yield The reactants are CC=1N=C(SC1C)N (4,5-Dimethylthiazol-2-ylamine), ICC (iodoethane), C12(CC3CC(CC(C1)C3)C2)C(=O)O (1-adamantane carboxylic acid). Yields the product C(C)N1/C(/SC(=C1C)C)=N/C(=O)C12CC3CC(CC(C1)C3)C2 (N-[(2Z)-3-ethyl-4,5-dimethyl-1,3-thiazol-2(3H)-ylidene]adamantane-1-carboxamide). As a reaction SMILES: [CH3:1][C:2]1[N:3]=[C:4]([NH2:8])[S:5][C:6]=1[CH3:7].I[CH2:10][CH3:11].[C:12]12([C:22](O)=[O:23])[CH2:21][CH:16]3[CH2:17][CH:18]([CH2:20][CH:14]([CH2:15]3)[CH2:13]1)[CH2:19]2>>[CH2:10]([N:3]1[C:2]([CH3:1])=[C:6]([CH3:7])[S:5]/[C:4]/1=[N:8]\[C:22]([C:12]12[CH2:21][CH:16]3[CH2:17][CH:18]([CH2:20][CH:14]([CH2:15]3)[CH2:13]1)[CH2:19]2)=[O:23])[CH3:11]. Procedure details: 4,5-Dimethylthiazol-2-ylamine, iodoethane and 1-adamantane carboxylic acid were processed according to the method of Example 47 to afford the title compound. 1H NMR (CDCl3, 500 MHz) δ ppm 1.20-1.29 (m, 3H) 1.68 (q, J=11.96 Hz, 6H) 1.84 (d, J=2.50 Hz, 6H) 1.94-2.03 (m, 3H) 2.16 (s, 3H) 2.21 (s, 3H) 4.14 (q, J=7.18 Hz, 2H); MS (ESI) m/z 319 (M+H)+.